Dataset: the Open Reaction Database (ORD), a public repository of structured organic reaction records. Task: describe an organic reaction: reactants, conditions, products, and yield The reactants are C1(CC1)N1C=C(C(C2=C(C(=C(C(=C12)F)F)F)NCCO)=O)C(=O)O (1-cyclopropyl-5(2-hydroxyethylamino)-6,7,8-trifluoro-1,4-dihydro-4-oxoquinoline-3-carboxylic acid), C1NCC2=CC=CC=C12 (isoindoline), C1CCC2=NCCCN2CC1 (DBU). Run in CN(C)C=O (DMF). Yields the product C1N(CC2=CC=CC=C12)C1=C(C(=C2C(C(=CN(C2=C1F)C1CC1)C(=O)O)=O)NCCO)F (7-(2-isoindolinyl)-1-cyclopropyl-5(2-hydroxyethylamino)-6,8-difluoro-1,4-dihydro-4-oxoquinoline-3-carboxylic acid). The yield is 42.7%. As a reaction SMILES: [CH:1]1([N:4]2[C:13]3[C:8](=[C:9]([NH:17][CH2:18][CH2:19][OH:20])[C:10]([F:16])=[C:11](F)[C:12]=3[F:14])[C:7](=[O:21])[C:6]([C:22]([OH:24])=[O:23])=[CH:5]2)[CH2:3][CH2:2]1.[CH2:25]1[C:33]2[C:28](=[CH:29][CH:30]=[CH:31][CH:32]=2)[CH2:27][NH:26]1.C1CCN2C(=NCCC2)CC1>CN(C=O)C>[CH2:25]1[C:33]2[C:28](=[CH:29][CH:30]=[CH:31][CH:32]=2)[CH2:27][N:26]1[C:11]1[C:12]([F:14])=[C:13]2[C:8]([C:7](=[O:21])[C:6]([C:22]([OH:24])=[O:23])=[CH:5][N:4]2[CH:1]2[CH2:3][CH2:2]2)=[C:9]([NH:17][CH2:18][CH2:19][OH:20])[C:10]=1[F:16]. Reported procedure: 205 mg of 1-cyclopropyl-5(2-hydroxyethylamino)-6,7,8-trifluoro-1,4-dihydro-4-oxoquinoline-3-carboxylic acid, 119 mg of isoindoline, 182 mg of DBU, and 1.5 ml of anhydrous DMF were processed in the same manner as in Example 20 to produce 113 mg of the target compound. The reactants are ClC1=CC=C(C=C1)C1N=C(NC1C1=CC=C(C=C1)Cl)S (4,5-bis(4-chlorophenyl)-4,5-dihydro-1H-imidazole-2-thiol), C(C=C)Br (allyl bromide). Product: Cl.ClC1=CC=C(C=C1)C1N=C(NC1C1=CC=C(C=C1)Cl)SCC=C (4,5-Bis(4-chlorophenyl)-4,5-dihydro-2-(allylthio)-1H-imidazole Hydrochloride). As a reaction SMILES: [Cl:1][C:2]1[CH:7]=[CH:6][C:5]([CH:8]2[CH:12]([C:13]3[CH:18]=[CH:17][C:16]([Cl:19])=[CH:15][CH:14]=3)[NH:11][C:10]([SH:20])=[N:9]2)=[CH:4][CH:3]=1.[CH2:21](Br)[CH:22]=[CH2:23]>>[ClH:1].[Cl:1][C:2]1[CH:3]=[CH:4][C:5]([CH:8]2[CH:12]([C:13]3[CH:18]=[CH:17][C:16]([Cl:19])=[CH:15][CH:14]=3)[NH:11][C:10]([S:20][CH2:23][CH:22]=[CH2:21])=[N:9]2)=[CH:6][CH:7]=1 |f:2.3|. Reported procedure: By the procedure described in Example 1, 2.0 g of 4,5-bis(4-chlorophenyl)-4,5-dihydro-1H-imidazole-2-thiol was converted to 1.0 g of the title compound with allyl bromide. After recrystallization from nitromethane, the colorless crystals had m.p. 208° dec. The infrared and NMR spectra of the free base were consistent with the proposed structure.